From a dataset of the Open Reaction Database (ORD), a public repository of structured organic reaction records. describe an organic reaction: reactants, conditions, products, and yield The reactants are C(O)([O-])=O.[Na+] (sodium hydrogen carbonate), C(C)(=O)S[C@H]1C[C@H](N(C1)C(=O)OCC1=CC=C(C=C1)[N+](=O)[O-])C=O ((2S,4S)-4-acetylthio-2-formyl-1-(4-nitrobenzyloxycarbonyl) pyrrolidine), C(CS)S (1,2-ethanedithiol), B(F)(F)F.CCOCC (boron trifluoride etherate). Solvent: ClCCl (dichloromethane). Run at time 14 hour. The product is C(C)(=O)S[C@H]1C[C@H](N(C1)C(=O)OCC1=CC=C(C=C1)[N+](=O)[O-])C1SCCS1 ((2S, 4S)-4-acetylthio-2-(1,3-dithiolan-2-yl) -1-(4-nitrobenzyloxycarbonyl)pyrrolidine). RXN SMILES: [C:1]([S:4][C@@H:5]1[CH2:9][N:8]([C:10]([O:12][CH2:13][C:14]2[CH:19]=[CH:18][C:17]([N+:20]([O-:22])=[O:21])=[CH:16][CH:15]=2)=[O:11])[C@H:7]([CH:23]=O)[CH2:6]1)(=[O:3])[CH3:2].[CH2:25]([SH:28])[CH2:26][SH:27].B(F)(F)F.CCOCC.C(=O)([O-])O.[Na+]>ClCCl>[C:1]([S:4][C@@H:5]1[CH2:9][N:8]([C:10]([O:12][CH2:13][C:14]2[CH:15]=[CH:16][C:17]([N+:20]([O-:22])=[O:21])=[CH:18][CH:19]=2)=[O:11])[C@H:7]([CH:23]2[S:28][CH2:25][CH2:26][S:27]2)[CH2:6]1)(=[O:3])[CH3:2] |f:2.3,4.5|. Procedure details: To a solution of (2S,4S)-4-acetylthio-2-formyl-1-(4-nitrobenzyloxycarbonyl) pyrrolidine (1.00 g) and 1,2-ethanedithiol (0.36 ml) in dichloromethane (20 ml) was added boron trifluoride etherate (0.1 ml), and the solution was stirred for 14 hours at ambient temperature. To the mixture was added saturated aqueous sodium hydrogen carbonate and the organic layer was separated, and washed with brine. The organic layer was dried over magnesium sulfate and evaporated. The residue was chromatographed on ... Starting materials: C1(CCCCC1)CN1C(=NC2=C1C=C(C(=C2)F)F)C=2C(=NC=CC2)O (3-(1-cyclohexylmethyl-5,6-difluoro-1H-benzoimidazol-2-yl)-pyridin-2-ol), C([O-])([O-])=O.[Cs+].[Cs+] (cesium carbonate), COC(COC1=CC=C(C=C1)CBr)=O ((4-bromomethyl-phenoxy)-acetic acid methyl ester). The solvent is CC(=O)C (acetone). The product is COC(COC1=CC=C(C=C1)COC1=NC=CC=C1C1=NC2=C(N1CC1CCCCC1)C=C(C(=C2)F)F)=O ({4-[3-(1-Cyclohexylmethyl-5,6-difluoro-1H-benzoimidazol-2-yl)-pyridin-2-yloxymethyl]-phenoxy}-acetic acid methyl ester). The yield is 50.0%. Reaction SMILES: [CH:1]1([CH2:7][N:8]2[C:12]3[CH:13]=[C:14]([F:18])[C:15]([F:17])=[CH:16][C:11]=3[N:10]=[C:9]2[C:19]2[C:20]([OH:25])=[N:21][CH:22]=[CH:23][CH:24]=2)[CH2:6][CH2:5][CH2:4][CH2:3][CH2:2]1.C(=O)([O-])[O-].[Cs+].[Cs+].[CH3:32][O:33][C:34](=[O:45])[CH2:35][O:36][C:37]1[CH:42]=[CH:41][C:40]([CH2:43]Br)=[CH:39][CH:38]=1>CC(C)=O>[CH3:32][O:33][C:34](=[O:45])[CH2:35][O:36][C:37]1[CH:42]=[CH:41][C:40]([CH2:43][O:25][C:20]2[C:19]([C:9]3[N:8]([CH2:7][CH:1]4[CH2:2][CH2:3][CH2:4][CH2:5][CH2:6]4)[C:12]4[CH:13]=[C:14]([F:18])[C:15]([F:17])=[CH:16][C:11]=4[N:10]=3)=[CH:24][CH:23]=[CH:22][N:21]=2)=[CH:39][CH:38]=1 |f:1.2.3|. Procedure: To a stirred solution of 3-(1-cyclohexylmethyl-5,6-difluoro-1H-benzoimidazol-2-yl)-pyridin-2-ol (58 mg, 0.17 mmol) in acetone (10 ml) was added cesium carbonate (0.085 g, 0.26 mmol) followed by (4-bromomethyl-phenoxy)-acetic acid methyl ester (49 mg, 0.19 mmol; CAS Reg. No. 104508-23-8) and the reaction mixture was refluxed for 2 h. The reaction mixture was filtered, and the filtrate was evaporated under reduced pressure. The residue was purified by column chromatography using silica gel (50-60%... The reactants are ClC(C)Cl (1,1-dichloroethane), C1(=CC=CC=C1)C=CC1=CC=CC=C1 (diphenylethylene), C(CCC)[Li] (n-butyllithium), CCCCCC (hexane). The solvent is O (water), C(C)OCC (diethyl ether). Reaction conditions: temperature -40 celsius, time 1 hour. The product is ClC1(C(C1)(C1=CC=CC=C1)C1=CC=CC=C1)C (1-chloro-1-methyl-2,2-diphenyl-cyclopropane). The yield is 78.0%. Reaction SMILES: Cl[CH:2]([Cl:4])[CH3:3].[C:5]1([CH:11]=[CH:12][C:13]2[CH:18]=[CH:17][CH:16]=[CH:15][CH:14]=2)[CH:10]=[CH:9][CH:8]=[CH:7]C=1.[CH2:19]([Li])CCC.CCCCCC>O.C(OCC)C>[Cl:4][C:2]1([CH3:19])[CH2:3][C:12]1([C:11]1[CH:7]=[CH:8][CH:9]=[CH:10][CH:5]=1)[C:13]1[CH:14]=[CH:15][CH:16]=[CH:17][CH:18]=1. Procedure: Under a nitrogen atmosphere, 1,1-dichloroethane (30.0 g, 303 mmol), diphenylethylene (5.59 g, 31.0 mmol) and diethyl ether (62 ml) were placed in a reaction flask and cooled to −40° C. To the mixture, n-butyllithium in hexane (45 ml, 1.56M, 70.2 mmol) was added gradually and the mixture was stirred at the same temperature for one hour, followed by warming to room temperature. Then, water was added to the reaction mixture and the organic layer was extracted with toluene. The toluene extract was d... The reactants are CO, O=C1NC(=O)C(c2cn3c4c(cccc24)CCC3)=C1c1c[nH]c2ccc(-c3cccc4ccccc34)cc12. The product is O=C1NC(=O)C(c2cn3c4c(cccc24)CCC3)C1c1c[nH]c2ccc(-c3cccc4ccccc34)cc12. RXN SMILES: [CH3:39][OH:40].[c:1]1([C:13]2=[C:17]([c:18]3[cH:19][nH:20][c:21]4[cH:22][cH:23][c:24](-[c:27]5[cH:28][cH:29][cH:30][c:31]6[cH:32][cH:33][cH:34][cH:35][c:36]56)[cH:25][c:26]34)[C:16](=[O:37])[NH:15][C:14]2=[O:38])[cH:2][n:3]2[c:12]3[c:7]([cH:8][cH:9][cH:10][c:11]13)[CH2:6][CH2:5][CH2:4]2>>[c:1]1([CH:13]2[C:14](=[O:38])[NH:15][C:16](=[O:37])[CH:17]2[c:18]2[cH:19][nH:20][c:21]3[cH:22][cH:23][c:24](-[c:27]4[cH:28][cH:29][cH:30][c:31]5[cH:32][cH:33][cH:34][cH:35][c:36]45)[cH:25][c:26]23)[cH:2][n:3]2[c:12]3[c:7]([cH:8][cH:9][cH:10][c:11]13)[CH2:6][CH2:5][CH2:4]2. Reactants: CCOC(C)=O, O=C(OC(=O)C(F)(F)F)C(F)(F)F, CCCc1c(Cc2ccc(-c3ccccc3-c3noc(=O)[nH]3)cc2)c(=O)n(C2CCC(OCC3(C(N)=O)CCC3)CC2)c2ncnn12, C1CCOC1, c1ccncc1. Product: CCCc1c(Cc2ccc(-c3ccccc3-c3noc(=O)[nH]3)cc2)c(=O)n(C2CCC(OCC3(C#N)CCC3)CC2)c2ncnn12. As a reaction SMILES: [CH3:72][CH2:73][O:74][C:75](=[O:76])[CH3:77].[F:54][C:55]([F:56])([F:57])[C:58]([O:59][C:60](=[O:61])[C:62]([F:63])([F:64])[F:65])=[O:66].[O:1]=[c:2]1[n:3]([CH:33]2[CH2:34][CH2:35][CH:36]([O:39][CH2:40][C:41]3([C:45](=[O:46])[NH2:47])[CH2:42][CH2:43][CH2:44]3)[CH2:37][CH2:38]2)[c:4]2[n:5]([c:6]([CH2:27][CH2:28][CH3:29])[c:7]1[CH2:8][c:9]1[cH:10][cH:11][c:12](-[c:15]3[c:16](-[c:21]4[n:22][o:23][c:24](=[O:26])[nH:25]4)[cH:17][cH:18][cH:19][cH:20]3)[cH:13][cH:14]1)[n:30][cH:31][n:32]2.[O:67]1[CH2:68][CH2:69][CH2:70][CH2:71]1.[cH:48]1[cH:49][cH:50][n:51][cH:52][cH:53]1>>[O:1]=[c:2]1[n:3]([CH:33]2[CH2:34][CH2:35][CH:36]([O:39][CH2:40][C:41]3([C:45]#[N:47])[CH2:42][CH2:43][CH2:44]3)[CH2:37][CH2:38]2)[c:4]2[n:5]([c:6]([CH2:27][CH2:28][CH3:29])[c:7]1[CH2:8][c:9]1[cH:10][cH:11][c:12](-[c:15]3[c:16](-[c:21]4[n:22][o:23][c:24](=[O:26])[nH:25]4)[cH:17][cH:18][cH:19][cH:20]3)[cH:13][cH:14]1)[n:30][cH:31][n:32]2. Starting materials: BrC1=NC=C2C=C(N=CC2=C1)O (7-bromo-3-hydroxy-6-azaisoquinoline), C(#N)C=1C=C(CBr)C=CC1 (3-cyanobenzyl bromide), C([O-])([O-])=O.[Cs+].[Cs+] (cesium carbonate). Solvent: CN(C=O)C (dimethylformamide). Yields the product BrC=1N=CC2=CC(N(C=C2C1)CC=1C=C(C#N)C=CC1)=O (3-(7-bromo-3-oxo-2H-6-azaisoquinolin-2-ylmethyl)benzonitrile). RXN SMILES: [Br:1][C:2]1[CH:11]=[C:10]2[C:5]([CH:6]=[C:7]([OH:12])[N:8]=[CH:9]2)=[CH:4][N:3]=1.[C:13]([C:15]1[CH:16]=[C:17]([CH:20]=[CH:21][CH:22]=1)[CH2:18]Br)#[N:14].C(=O)([O-])[O-].[Cs+].[Cs+]>CN(C)C=O>[Br:1][C:2]1[N:3]=[CH:4][C:5]2[C:10]([CH:11]=1)=[CH:9][N:8]([CH2:18][C:17]1[CH:16]=[C:15]([CH:22]=[CH:21][CH:20]=1)[C:13]#[N:14])[C:7](=[O:12])[CH:6]=2 |f:2.3.4|. Reported procedure: The alkylation of 7-bromo-3-hydroxy-6-azaisoquinoline (1.00 g, 4.40 mmol) using 3-cyanobenzyl bromide (1.31 g, 6.69 mmol) and cesium carbonate (2.18 g, 6.69 mmol) in dimethylformamide is carried out as previously described in Example 1, Step (1). Purification on a silica gel column eluted with hexanes/ethyl acetate 3:1, followed by trituration with hexanes/ethyl acetate 4:1 will afford the desired product.